describe an organic reaction: reactants, conditions, products, and yield From a dataset of the Open Reaction Database (ORD), a public repository of structured organic reaction records. The reactants are CCOC(=O)C(Oc1ccc(CBr)cc1)c1ccc2c(c1)OCO2, O=C([O-])[O-], CCOC(=O)n1c(=O)[nH]c2ccccc21, [Cs+], [Cs+], CN(C)C=O, O=C(O)CC(O)(CC(=O)O)C(=O)O. The product is CCOC(=O)C(Oc1ccc(Cn2c(=O)n(C(=O)OCC)c3ccccc32)cc1)c1ccc2c(c1)OCO2. Reaction SMILES: [Br:22][CH2:23][c:24]1[cH:25][cH:26][c:27]([O:28][CH:29]([C:30](=[O:31])[O:32][CH2:33][CH3:34])[c:35]2[cH:36][c:37]3[c:38]([cH:39][cH:40]2)[O:41][CH2:42][O:43]3)[cH:44][cH:45]1.[C:16](=[O:17])([O-:18])[O-:19].[C:1](=[O:2])([O:3][CH2:4][CH3:5])[n:6]1[c:7](=[O:15])[nH:8][c:9]2[c:10]1[cH:11][cH:12][cH:13][cH:14]2.[Cs+:20].[Cs+:21].[O:46]=[CH:47][N:48]([CH3:49])[CH3:50].[OH:51][C:52]([CH2:53][C:54]([C:55](=[O:56])[OH:57])([CH2:58][C:59](=[O:60])[OH:61])[OH:62])=[O:63]>>[C:1](=[O:2])([O:3][CH2:4][CH3:5])[n:6]1[c:7](=[O:15])[n:8]([CH2:23][c:24]2[cH:25][cH:26][c:27]([O:28][CH:29]([C:30](=[O:31])[O:32][CH2:33][CH3:34])[c:35]3[cH:36][c:37]4[c:38]([cH:39][cH:40]3)[O:41][CH2:42][O:43]4)[cH:44][cH:45]2)[c:9]2[c:10]1[cH:11][cH:12][cH:13][cH:14]2. The reactants are Cl (hydrochloric acid), NC(C(=O)OCC)CCCCCCC(=O)OCC (diethyl 2-aminononanedioate), [O-]C#N.[K+] (potassium cyanate). Run in C(C)O (ethanol), ice water, O (water). Run at time 7 hour. Product: N(C(=O)N)C(C(=O)OCC)CCCCCCC(=O)OCC (diethyl 2-ureidononanedioate). RXN SMILES: [NH2:1][CH:2]([CH2:8][CH2:9][CH2:10][CH2:11][CH2:12][CH2:13][C:14]([O:16][CH2:17][CH3:18])=[O:15])[C:3]([O:5][CH2:6][CH3:7])=[O:4].Cl.[O-:20][C:21]#[N:22].[K+]>C(O)C.O>[NH:1]([CH:2]([CH2:8][CH2:9][CH2:10][CH2:11][CH2:12][CH2:13][C:14]([O:16][CH2:17][CH3:18])=[O:15])[C:3]([O:5][CH2:6][CH3:7])=[O:4])[C:21]([NH2:22])=[O:20] |f:2.3|. Procedure: A stirred solution of diethyl 2-aminononanedioate (10 g) in ethanol (77 ml) was cooled in ice-water and treated with 2N hydrochloric acid (38.6 ml) followed by a solution of potassium cyanate (6.255 g) in water (20 ml). The cooling bath was removed and the suspension was stirred for 7 hours at room temperature then set aside overnight. The ethanol was evaporated in vacuo and the residue was shaken with water and chloroform; the chloroform phase was separated, washed with water and dried (MgSO4),... Starting materials: C(C)OC(=O)C=1C(NC(=C(C1C(=O)OCC)[N+](=O)[O-])C)=O (3,4-diethoxycarbonyl-6-methyl-5-nitro-2-pyridone), C1(=CC=CC=C1)P(=O)(Cl)Cl (phenylphosphonic dichloride). The solvent is O (Water). Run at temperature 170 celsius. The product is ClC1=NC(=C(C(=C1C(=O)OCC)C(=O)OCC)[N+](=O)[O-])C (2-Chloro-3,4-diethoxycarbonyl-6-methyl-5-nitropyridine). As a reaction SMILES: [CH2:1]([O:3][C:4]([C:6]1[C:7](=O)[NH:8][C:9]([CH3:20])=[C:10]([N+:17]([O-:19])=[O:18])[C:11]=1[C:12]([O:14][CH2:15][CH3:16])=[O:13])=[O:5])[CH3:2].C1(P(Cl)([Cl:30])=O)C=CC=CC=1>O>[Cl:30][C:7]1[C:6]([C:4]([O:3][CH2:1][CH3:2])=[O:5])=[C:11]([C:12]([O:14][CH2:15][CH3:16])=[O:13])[C:10]([N+:17]([O-:19])=[O:18])=[C:9]([CH3:20])[N:8]=1. Reported procedure: To 1.0 g of 3,4-diethoxycarbonyl-6-methyl-5-nitro-2-pyridone was added 1.3 ml (3.2 eq.) of phenylphosphonic dichloride. The mixture was heated at 170° C. for 20 mintues. Water was added to the reaction mixture, followed by extraction with ethyl acetate. The organic layer was washed with water and a saturated aqueous solution of sodium chloride and dried over magnesium sulfate. After the solvent was distilled off, the residue was purified by silica gel column chromatography (eluent:ethyl acetate)...